This data is from the Open Reaction Database (ORD), a public repository of structured organic reaction records. The task is: describe an organic reaction: reactants, conditions, products, and yield Starting materials: CC(=O)OC(C)=O, COc1cccc(CC2CCCCC2CO)c1, Cl, c1ccncc1. Product: COc1cccc(CC2CCCCC2COC(C)=O)c1. Reaction SMILES: [CH3:18][C:19](=[O:20])[O:21][C:22](=[O:23])[CH3:24].[CH3:1][O:2][c:3]1[cH:4][c:5]([CH2:6][CH:7]2[CH:8]([CH2:13][OH:14])[CH2:9][CH2:10][CH2:11][CH2:12]2)[cH:15][cH:16][cH:17]1.[ClH:25].[cH:26]1[cH:27][cH:28][n:29][cH:30][cH:31]1>>[CH3:1][O:2][c:3]1[cH:4][c:5]([CH2:6][CH:7]2[CH:8]([CH2:13][O:14][C:19]([CH3:18])=[O:20])[CH2:9][CH2:10][CH2:11][CH2:12]2)[cH:15][cH:16][cH:17]1. Product: FC(C(=O)O)(F)F.ClC=1C=NC=2NC=3C=CC=C(CCC4=C(C=CC(NC1N2)=C4)NC(=O)C4CCN(CC4)C(=O)NC4=C2C=CN(C2=CC=C4)C)C3 (N(4)-[6-Chloro-2,4,8,22-tetraazatetracyclo[14.3.1.1(3,7).1(9,13)]docosa-1(20),3(22),4,6,9(21),10,12,16,18-nonaen-12-yl]-N(1)-(1-methyl-1H-indol-4-yl)piperidine-1,4-dicarboxamide trifluoroacetate). Yield: 34.0%. The reactants are FC(C(=O)O)(F)F.FC(C(=O)O)(F)F.ClC=1C=NC=2NC=3C=CC=C(CCC4=C(C=CC(NC1N2)=C4)NC(=O)C4CCNCC4)C3 (N-[6-chloro-2,4,8,22-tetraazatetracyclo[14.3.1.1(3,7).1(9,13)]docosa-1(20), 3(22),4,6,9(21),10,12,16,18-nonaen-12-yl]piperidine-4-carboxamide bis(trifluoroacetate)), N(=C=O)C1=C2C=CN(C2=CC=C1)C (4-isocyanato-1-methyl-1H-indole). RXN SMILES: [F:1][C:2]([F:7])([F:6])[C:3]([OH:5])=[O:4].FC(F)(F)C(O)=O.[Cl:15][C:16]1[CH:17]=[N:18][C:19]2[NH:20][C:21]3[CH:22]=[CH:23][CH:24]=[C:25]([CH:46]=3)[CH2:26][CH2:27][C:28]3[CH:36]=[C:32]([NH:33][C:34]=1[N:35]=2)[CH:31]=[CH:30][C:29]=3[NH:37][C:38]([CH:40]1[CH2:45][CH2:44][NH:43][CH2:42][CH2:41]1)=[O:39].[N:47]([C:50]1[CH:58]=[CH:57][CH:56]=[C:55]2[C:51]=1[CH:52]=[CH:53][N:54]2[CH3:59])=[C:48]=[O:49]>>[F:1][C:2]([F:7])([F:6])[C:3]([OH:5])=[O:4].[Cl:15][C:16]1[CH:17]=[N:18][C:19]2[NH:20][C:21]3[CH:22]=[CH:23][CH:24]=[C:25]([CH:46]=3)[CH2:26][CH2:27][C:28]3[CH:36]=[C:32]([NH:33][C:34]=1[N:35]=2)[CH:31]=[CH:30][C:29]=3[NH:37][C:38]([CH:40]1[CH2:45][CH2:44][N:43]([C:48]([NH:47][C:50]2[CH:58]=[CH:57][CH:56]=[C:55]3[C:51]=2[CH:52]=[CH:53][N:54]3[CH3:59])=[O:49])[CH2:42][CH2:41]1)=[O:39] |f:0.1.2,4.5|. Reported procedure: The desired compound was prepared according to the procedure of Example A9, step H using N-[6-chloro-2,4,8,22-tetraazatetracyclo[14.3.1.1(3,7).1(9,13)]docosa-1(20), 3(22),4,6,9(21),10,12,16,18-nonaen-12-yl]piperidine-4-carboxamide bis(trifluoroacetate) and 4-isocyanato-1-methyl-1H-indole as starting materials in 34% yield. LCMS for C34H34ClN8O2 (M+H)+: m/z=621.2. The reactants are CCOC(COc1ccc(C=O)cc1)OCC, C1CCNCC1, Cc1ccccc1, CCOC(C)=O, O, O=C(O)c1ccccc1, O=C1CSC(=O)N1. RXN SMILES: [CH2:1]([CH3:2])[O:3][CH:4]([CH2:5][O:6][c:7]1[cH:8][cH:9][c:10]([CH:11]=[O:12])[cH:13][cH:14]1)[O:15][CH2:16][CH3:17].[CH2:34]1[CH2:35][CH2:36][NH:37][CH2:38][CH2:39]1.[CH3:40][c:41]1[cH:42][cH:43][cH:44][cH:45][cH:46]1.[CH3:47][CH2:48][O:49][C:50]([CH3:51])=[O:52].[OH2:53].[OH:25][C:26]([c:27]1[cH:28][cH:29][cH:30][cH:31][cH:32]1)=[O:33].[S:18]1[C:19](=[O:24])[NH:20][C:21](=[O:23])[CH2:22]1>>[CH2:1]([CH3:2])[O:3][CH:4]([CH2:5][O:6][c:7]1[cH:8][cH:9][c:10]([CH:11]=[C:22]2[S:18][C:19](=[O:24])[NH:20][C:21]2=[O:23])[cH:13][cH:14]1)[O:15][CH2:16][CH3:17]. Yields the product CCOC(COc1ccc(C=C2SC(=O)NC2=O)cc1)OCC. Starting materials: C(C1=CC=CC=C1)OC=1C=C(CN(C2=NC=C(C=N2)N2CCOCC2)CC2=C(C=CC(=C2)C(F)(F)F)C2=C(C=CC(=C2)C(C)C)OC)C=C(C1)C(F)(F)F ((3-Benzyloxy-5-trifluoromethyl-benzyl)-(5′-isopropyl-2′-methoxy-4-trifluoromethyl-biphenyl-2-ylmethyl)-(5-morpholin-4-yl-pyrimidin-2-yl)-amine). The reagents and catalysts are [C].[Pd] (palladium-carbon). Solvent: CO (methanol). Conditions: time 1 hour. The product is C(C)(C)C=1C=CC(=C(C1)C1=C(C=C(C=C1)C(F)(F)F)CN(C1=NC=C(C=N1)N1CCOCC1)CC=1C=C(C=C(C1)C(F)(F)F)O)OC (3-{[(5′-isopropyl-2′-methoxy-4-trifluoromethyl-biphenyl-2-ylmethyl)-(5-morpholin-4-yl-pyrimidin-2-yl)-amino]-methyl}-5-trifluoromethyl-phenol). Yield: 51.8%. As a reaction SMILES: C([O:8][C:9]1[CH:10]=[C:11]([CH:48]=[C:49]([C:51]([F:54])([F:53])[F:52])[CH:50]=1)[CH2:12][N:13]([CH2:26][C:27]1[CH:32]=[C:31]([C:33]([F:36])([F:35])[F:34])[CH:30]=[CH:29][C:28]=1[C:37]1[CH:42]=[C:41]([CH:43]([CH3:45])[CH3:44])[CH:40]=[CH:39][C:38]=1[O:46][CH3:47])[C:14]1[N:19]=[CH:18][C:17]([N:20]2[CH2:25][CH2:24][O:23][CH2:22][CH2:21]2)=[CH:16][N:15]=1)C1C=CC=CC=1>CO.[C].[Pd]>[CH:43]([C:41]1[CH:40]=[CH:39][C:38]([O:46][CH3:47])=[C:37]([C:28]2[CH:29]=[CH:30][C:31]([C:33]([F:36])([F:35])[F:34])=[CH:32][C:27]=2[CH2:26][N:13]([CH2:12][C:11]2[CH:10]=[C:9]([OH:8])[CH:50]=[C:49]([C:51]([F:54])([F:52])[F:53])[CH:48]=2)[C:14]2[N:19]=[CH:18][C:17]([N:20]3[CH2:25][CH2:24][O:23][CH2:22][CH2:21]3)=[CH:16][N:15]=2)[CH:42]=1)([CH3:45])[CH3:44] |f:2.3|. Procedure details: (3-Benzyloxy-5-trifluoromethyl-benzyl)-(5′-isopropyl-2′-methoxy-4-trifluoromethyl-biphenyl-2-ylmethyl)-(5-morpholin-4-yl-pyrimidin-2-yl)-amine (215 mg) is dissolved in methanol (10.5 ml), and thereto is added 10% palladium-carbon and the mixture is stirred under hydrogen atmosphere at room temperature for 1 hour. The catalyst is removed by filtration, and the filtrate is concentrated under reduced pressure. The resulting residue is purified by NH-silica gel column chromatography (hexane:ethyl ac... Reaction SMILES: [NH2:12][C:13]1=[N:22][c:17]2[c:16]([cH:21][cH:20][cH:19][cH:18]2)[CH2:15][CH2:14]1.[NH2:1][c:2]1[n:3][c:4]2[cH:5][cH:6][cH:7][cH:8][c:9]2[cH:10][cH:11]1>>[cH:2]1[n:3][c:4]2[cH:5][cH:6][cH:7][cH:8][c:9]2[cH:10][cH:11]1. Starting materials: NC1=Nc2ccccc2CC1, Nc1ccc2ccccc2n1. Product: c1ccc2ncccc2c1. The reactants are FC1=C(C=CC(=C1)F)[C@]([C@@H](C)N1C=NC2=C(C1=O)SC(=C2)C2=CC=C(C=C2)C(OC)=N)(CN2N=CN=C2)O ((1R,2R)-3-[2-(2,4-Difluorophenyl)-2-hydroxy-1-methyl-3-(1H-1,2,4-triazol-1-yl)propyl]-6-[4-[imino(methoxy)methyl]phenyl]thieno[3,2-d]pyrimidin-4(3H)-one), NC#N (NH2CN). Run in CO (MeOH). Yields the product C(#N)NC(C1=CC=C(C=C1)C1=CC=2N=CN(C(C2S1)=O)[C@@H]([C@@](CN1N=CN=C1)(O)C1=C(C=C(C=C1)F)F)C)=N ((1R,2R)-6-[4-[Cyanoamino(imino)methyl]phenyl]-3-[2-(2,4-difluorophenyl)-2-hydroxy-1-methyl-3-(1H-1,2,4-triazol-1-yl)propyl]thieno[3,2-d]pyrimidin-4(3H)-one). As a reaction SMILES: [F:1][C:2]1[CH:7]=[C:6]([F:8])[CH:5]=[CH:4][C:3]=1[C@@:9]([OH:38])([CH2:32][N:33]1[CH:37]=[N:36][CH:35]=[N:34]1)[C@H:10]([N:12]1[C:17](=[O:18])[C:16]2[S:19][C:20]([C:22]3[CH:27]=[CH:26][C:25]([C:28](=[NH:31])OC)=[CH:24][CH:23]=3)=[CH:21][C:15]=2[N:14]=[CH:13]1)[CH3:11].[NH2:39][C:40]#[N:41]>CO>[C:40]([NH:41][C:28](=[NH:31])[C:25]1[CH:26]=[CH:27][C:22]([C:20]2[S:19][C:16]3[C:17](=[O:18])[N:12]([C@H:10]([CH3:11])[C@:9]([C:3]4[CH:4]=[CH:5][C:6]([F:8])=[CH:7][C:2]=4[F:1])([OH:38])[CH2:32][N:33]4[CH:37]=[N:36][CH:35]=[N:34]4)[CH:13]=[N:14][C:15]=3[CH:21]=2)=[CH:23][CH:24]=1)#[N:39]. Procedure: A solution of (1R,2R)-3-[2-(2,4-difluorophenyl)-2-hydroxy-1-methyl-3-(1H-1,2,4-triazol-1-yl)propyl]-6-[4-[imino(methoxy)methyl]phenyl]thieno[3,2-d]pyrimidin-4(3H)-one (0.35 mg, 0.652 mmol) (obtained in example 63) and NH2CN (140 mg, 3.26 mmol) in MeOH (15 mL) was refluxed overnight. The solvent was removed by concentration and the residue was partitioned between CHCl3 and 10% NaHCO3 solution. The organic phase was separated, dried over Na2SO4, filtered, concentrated and purified by flash chromat... Starting materials: C(C)(=O)O[C@H]1[C@H](SC2=C(C=CC(=C2)O)O)O[C@@H]([C@H]([C@@H]1OC(C)=O)O[C@@H]1[C@H](OC(C)=O)[C@@H](OC(C)=O)[C@H](OC(C)=O)[C@H](O1)COC(C)=O)COC(C)=O (2,5-dihydroxyphenyl 2,3,6-tri-O-acetyl-4-O-(2,3,4,6-tetra-O-acetyl-α-D-glucopyranosyl)-1-thio-β-D-glucopyranoside), [Na] (sodium), sulfonic acid. The solvent is CO (methanol). Conditions: time 1 hour. Yields the product [C@H]1([C@H](O)[C@@H](O)[C@H](O)[C@H](O1)CO)O[C@H]1[C@@H]([C@H]([C@H](SC2=C(C=CC(=C2)O)O)O[C@@H]1CO)O)O (2,5-Dihydroxyphenyl 4-O-(α-D-glucopyranosyl)-1-thio-β-D-glucopyranoside). Yield: 107.1%. As a reaction SMILES: C([O:4][C@@H:5]1[C@@H:19]([O:20]C(=O)C)[C@H:18]([O:24][C@H:25]2[O:42][C@H:41]([CH2:43][O:44]C(=O)C)[C@@H:36]([O:37]C(=O)C)[C@H:31]([O:32]C(=O)C)[C@H:26]2[O:27]C(=O)C)[C@@H:17]([CH2:48][O:49]C(=O)C)[O:16][C@H:6]1[S:7][C:8]1[CH:13]=[C:12]([OH:14])[CH:11]=[CH:10][C:9]=1[OH:15])(=O)C.[Na]>CO>[C@H:25]1([O:24][C@@H:18]2[C@@H:17]([CH2:48][OH:49])[O:16][C@@H:6]([S:7][C:8]3[CH:13]=[C:12]([OH:14])[CH:11]=[CH:10][C:9]=3[OH:15])[C@H:5]([OH:4])[C@H:19]2[OH:20])[O:42][C@H:41]([CH2:43][OH:44])[C@@H:36]([OH:37])[C@H:31]([OH:32])[C@H:26]1[OH:27] |^1:52|. Procedure: To a solution of 14.0 g of 2,5-dihydroxyphenyl 2,3,6-tri-O-acetyl-4-O-(2,3,4,6-tetra-O-acetyl-α-D-glucopyranosyl)-1-thio-β-D-glucopyranoside in 100 ml of absolute methanol under argon at 5° C. was added 0.6 g of sodium spheres in oil. The reaction was stirred at room temperature for one hour, then 20 ml of a strongly acidic sulfonic acid cation exchanger, for example, Dowex® 50WX8 (H+) resin (Dow), was added, the mixture was stirred 10 minutes then filtered and concentrated in vacuo, giving 9.19... The reactants are Ga(OH)3, [OH-].[NH4+] (ammonium hydroxide), oxalic acid [COOH)2, C(C(=O)[O-])(=O)[O-].[Ga+3].C(C(=O)[O-])(=O)[O-].C(C(=O)[O-])(=O)[O-].[Ga+3] (gallium oxalate). The product is C(C(=O)[O-])(=O)[O-].[NH4+].[Ga+3].C(C(=O)[O-])(=O)[O-] (gallium ammonium oxalate). As a reaction SMILES: [C:1]([O-:6])(=[O:5])[C:2]([O-:4])=[O:3].[Ga+3:7].[C:8]([O-:13])(=[O:12])[C:9]([O-:11])=[O:10].C([O-])(=O)C([O-])=O.[Ga+3].[OH-].[NH4+:22]>>[C:1]([O-:6])(=[O:5])[C:2]([O-:4])=[O:3].[NH4+:22].[Ga+3:7].[C:8]([O-:13])(=[O:12])[C:9]([O-:11])=[O:10] |f:0.1.2.3.4,5.6,7.8.9.10|. Procedure details: However, Ga3+ is almost insoluble as Ga(OH)3. The addition of oxalic acid [COOH)2 ] forms gallium oxalate which has a solubility of approximately 0.15 mol/l at pH=8. Moreover, when ammonium hydroxide [NH4OH] is added to the solution, gallium ammonium oxalate is formed, which has a solubility of approximately 0.27 mol/l at pH=8.